This data is from the Open Reaction Database (ORD), a public repository of structured organic reaction records. The task is: describe an organic reaction: reactants, conditions, products, and yield The reactants are C(C)(C)(C)OC(=O)N1C[C@@H](NCC1)C ((S)-3-methyl-piperazine-1-carboxylic acid tert-butyl ester), C1(CC1)C(=O)N1CCC(CC1)=O (1-(cyclopropylcarbonyl)piperidin-4-one), CO (methanol), C(#N)[BH3-].[Na+] (sodium cyanoborohydride). The reagents and catalysts are FC(C(=O)O)(F)F (trifluoroacetic acid). Reaction conditions: time 8 hour. Yields the product C1(CC1)C(=O)N1CCC(CC1)N1[C@H](CNCC1)C (Cyclopropyl-[4-((S)-2-methyl-piperazin-1-yl)-piperidin-1-yl]-methanone). Yield: 141.4%. RXN SMILES: C(OC([N:8]1[CH2:13][CH2:12][NH:11][C@@H:10]([CH3:14])[CH2:9]1)=O)(C)(C)C.[CH:15]1([C:18]([N:20]2[CH2:25][CH2:24][C:23](=O)[CH2:22][CH2:21]2)=[O:19])[CH2:17][CH2:16]1.CO.C([BH3-])#N.[Na+]>FC(F)(F)C(O)=O>[CH:15]1([C:18]([N:20]2[CH2:25][CH2:24][CH:23]([N:11]3[CH2:12][CH2:13][NH:8][CH2:9][C@@H:10]3[CH3:14])[CH2:22][CH2:21]2)=[O:19])[CH2:16][CH2:17]1 |f:3.4|. Procedure: To a mixture of (S)-3-methyl-piperazine-1-carboxylic acid tert-butyl ester (220 mg, 1.1 mmol) and 1-(cyclopropylcarbonyl)piperidin-4-one (150 mg, 0.9 mmol) in methanol (5 mL, 120 mmol) was added slowly trifluoroacetic acid (6.9 μL, 0.09 mmol) followed by sodium cyanoborohydride (56 mg, 0.9 mmol). The reaction mixture was stirred overnight at RT, concentrated by rotary evaporation, washed with 1 N NaOH (20 mL) and extracted with EtOAc (3×15 mL). Combined organic fractions were washed with brine, ... Starting materials: C(C)(=O)OC1=C(C(C=CC2=CC=C(C=C2)O)=O)C(=CC(=C1CC=C(C)C)O)O (2'-acetoxy-4,4',6'-trihydroxy-3'-(3-methyl-2-butenyl)chalcone), [H][H] (hydrogen). Reagents/catalysts: [Pd] (palladium/carbon). The solvent is C(C)O (ethanol), C(C)O (ethanol). Conditions: time 1 hour. Yields the product C(C)(=O)OC1=C(C(=CC(=C1CCC(C)C)O)O)C(CCC1=CC=C(C=C1)O)=O (1-(2-acetoxy-4,6-dihydroxy-3-isopentylphenyl)-3-(4-hydroxyphenyl)-1-propanone). Yield: 77.9%. RXN SMILES: [C:1]([O:4][C:5]1[C:21]([CH2:22][CH:23]=[C:24]([CH3:26])[CH3:25])=[C:20]([OH:27])[CH:19]=[C:18]([OH:28])[C:6]=1[C:7](=[O:17])[CH:8]=[CH:9][C:10]1[CH:15]=[CH:14][C:13]([OH:16])=[CH:12][CH:11]=1)(=[O:3])[CH3:2].[H][H]>C(O)C.[Pd]>[C:1]([O:4][C:5]1[C:21]([CH2:22][CH2:23][CH:24]([CH3:25])[CH3:26])=[C:20]([OH:27])[CH:19]=[C:18]([OH:28])[C:6]=1[C:7](=[O:17])[CH2:8][CH2:9][C:10]1[CH:15]=[CH:14][C:13]([OH:16])=[CH:12][CH:11]=1)(=[O:3])[CH3:2]. Procedure: A solution of 1.55 g of the 2'-acetoxy-4,4',6'-trihydroxy-3'-(3-methyl-2-butenyl)chalcone obtained in Specific Example 18 in ethanol (30 ml) was added to a suspension of 1.5 g of 5% palladium/carbon in 30 ml of ethanol, in which hydrogen had been sufficiently absorbed in advance, and the mixture was stirred under atmospheric pressure in a hydrogen gas atmosphere for 1 hour. After the reaction, the reaction mixture was filtered and the solvent was removed from the filtrate by distillation. The ob...